Task: describe an organic reaction: reactants, conditions, products, and yield. Dataset: the Open Reaction Database (ORD), a public repository of structured organic reaction records The solvent is O1CCOCC1.O (dioxane water). Procedure: A mixture of Example C1 (0.15 g, 0.359 mmol), 4-(4,4,5,5-tetramethyl-1,3,2-dioxaborolan-2-yl)-1H-pyrazole (0.077 g, 0.395 mmol), and K2CO3 (0.198 g, 1.436 mmol) in 4:1 dioxane/water (5 mL) was sparged with Ar, treated with Pd(PPh3)4 (0.041 g, 0.036 mmol), sparged again with Ar and heated at 80° C. overnight. The mixture was cooled to RT, treated with brine, extracted with EtOAc (2×) and the combined organics were dried over Na2SO4, concentrated to dryness and purified via silica gel chromatograp... Yield: 49.6%. RXN SMILES: Cl[C:2]1[CH:7]=[C:6]([O:8][C:9]2[CH:10]=[CH:11][C:12]([NH:15][C:16]([N:18]3[CH2:22][CH2:21][N:20]([CH:23]4[CH2:28][CH2:27][O:26][CH2:25][CH2:24]4)[C:19]3=[O:29])=[O:17])=[N:13][CH:14]=2)[CH:5]=[CH:4][N:3]=1.CC1(C)C(C)(C)OB([C:38]2[CH:39]=[N:40][NH:41][CH:42]=2)O1.C([O-])([O-])=O.[K+].[K+]>C1C=CC([P]([Pd]([P](C2C=CC=CC=2)(C2C=CC=CC=2)C2C=CC=CC=2)([P](C2C=CC=CC=2)(C2C=CC=CC=2)C2C=CC=CC=2)[P](C2C=CC=CC=2)(C2C=CC=CC=2)C2C=CC=CC=2)(C2C=CC=CC=2)C2C=CC=CC=2)=CC=1.O1CCOCC1.O>[NH:40]1[CH:39]=[C:38]([C:2]2[CH:7]=[C:6]([O:8][C:9]3[CH:10]=[CH:11][C:12]([NH:15][C:16]([N:18]4[CH2:22][CH2:21][N:20]([CH:23]5[CH2:28][CH2:27][O:26][CH2:25][CH2:24]5)[C:19]4=[O:29])=[O:17])=[N:13][CH:14]=3)[CH:5]=[CH:4][N:3]=2)[CH:42]=[N:41]1 |f:2.3.4,6.7,^1:53,55,74,93|. Reactants: ClC1=NC=CC(=C1)OC=1C=CC(=NC1)NC(=O)N1C(N(CC1)C1CCOCC1)=O (N-(5-((2-chloropyridin-4-yl)oxy)pyridin-2-yl)-2-oxo-3-(tetrahydro-2H-pyran-4-yl)imidazolidine-1-carboxamide), CC1(OB(OC1(C)C)C=1C=NNC1)C (4-(4,4,5,5-tetramethyl-1,3,2-dioxaborolan-2-yl)-1H-pyrazole), C(=O)([O-])[O-].[K+].[K+] (K2CO3). Reagents/catalysts: C=1C=CC(=CC1)[P](C=2C=CC=CC2)(C=3C=CC=CC3)[Pd]([P](C=4C=CC=CC4)(C=5C=CC=CC5)C=6C=CC=CC6)([P](C=7C=CC=CC7)(C=8C=CC=CC8)C=9C=CC=CC9)[P](C=1C=CC=CC1)(C=1C=CC=CC1)C=1C=CC=CC1 (Pd(PPh3)4). Yields the product N1N=CC(=C1)C1=NC=CC(=C1)OC=1C=CC(=NC1)NC(=O)N1C(N(CC1)C1CCOCC1)=O (N-(5-((2-(1H-pyrazol-4-yl)pyridin-4-yl)oxy)pyridin-2-yl)-2-oxo-3-(tetrahydro-2H-pyran-4-yl)imidazolidine-1-carboxamide). Conditions: temperature 80 celsius. The reactants are ClC1=C(C=C(C(=C1)Cl)Cl)[N+](=O)[O-] (2,4,5-trichloro-1-nitrobenzene), C1(=CC=CC=C1)[O-].[K+] (potassium phenolate), C1(=CC=CC=C1)O (phenol). Run at temperature 165 celsius. The product is ClC1=CC(=C(C=C1OC1=CC=CC=C1)OC1=CC=CC=C1)[N+](=O)[O-] (6-Chloro-4-nitro-1,3-diphenoxy-benzene). As a reaction SMILES: Cl[C:2]1[CH:7]=[C:6](Cl)[C:5]([Cl:9])=[CH:4][C:3]=1[N+:10]([O-:12])=[O:11].[C:13]1([O-:19])[CH:18]=[CH:17][CH:16]=[CH:15][CH:14]=1.[K+].[C:21]1([OH:27])[CH:26]=[CH:25][CH:24]=[CH:23][CH:22]=1>>[Cl:9][C:5]1[C:6]([O:19][C:13]2[CH:18]=[CH:17][CH:16]=[CH:15][CH:14]=2)=[CH:7][C:2]([O:27][C:21]2[CH:26]=[CH:25][CH:24]=[CH:23][CH:22]=2)=[C:3]([N+:10]([O-:12])=[O:11])[CH:4]=1 |f:1.2|. Procedure: A mixture of 1 mol of 2,4,5-trichloro-1-nitrobenzene, 2 mols of potassium phenolate and phenol was heated for 1 hour at 165° C., and the reaction product was isolated as described in Example A(a), yielding the title compound, m.p. 95° C. (recrystallized from ethanol). Reactants: CC(=O)OC(C)=O, ClCCl, CS(=O)(=O)c1ccc(-c2cc(N)nn2-c2ccc(F)cc2)cc1. The product is CC(=O)Nc1cc(-c2ccc(S(C)(=O)=O)cc2)n(-c2ccc(F)cc2)n1. As a reaction SMILES: [CH3:24][C:25](=[O:26])[O:27][C:28](=[O:29])[CH3:30].[Cl:31][CH2:32][Cl:33].[F:1][c:2]1[cH:3][cH:4][c:5](-[n:8]2[n:9][c:10]([NH2:23])[cH:11][c:12]2-[c:13]2[cH:14][cH:15][c:16]([S:19](=[O:20])(=[O:21])[CH3:22])[cH:17][cH:18]2)[cH:6][cH:7]1>>[F:1][c:2]1[cH:3][cH:4][c:5](-[n:8]2[n:9][c:10]([NH:23][C:25]([CH3:24])=[O:26])[cH:11][c:12]2-[c:13]2[cH:14][cH:15][c:16]([S:19](=[O:20])(=[O:21])[CH3:22])[cH:17][cH:18]2)[cH:6][cH:7]1. As a reaction SMILES: [O:1]=[C:2]1[CH2:7][CH2:6][CH2:5][CH2:4][N:3]1[C:8]1[CH:13]=[CH:12][CH:11]=[CH:10][C:9]=1[CH2:14][CH:15]=O.Cl.[NH:18]1[CH2:21][CH:20]([OH:22])[CH2:19]1.C(O)(=O)C.[BH3-]C#N.[Na+]>CO.[Cl-].[Na+].O.ClCCl.O>[OH:22][CH:20]1[CH2:21][N:18]([CH2:15][CH2:14][C:9]2[CH:10]=[CH:11][CH:12]=[CH:13][C:8]=2[N:3]2[CH2:4][CH2:5][CH2:6][CH2:7][C:2]2=[O:1])[CH2:19]1 |f:1.2,4.5,7.8.9|. Procedure: To [2-(2-oxopiperidin-1-yl)phenyl]acetaldehyde a3-1 (1.32 g, 6.09 mmol, 1 eq) in methanol (50 ml) is added azetidin-3-ol hydrochloride al 1-0 (0.76 g, 6.96 mmol, 1.14 eq). After stirring at room temperature for approximately 30 minutes, acetic acid (522 μl, 9.13 mmol, 1.5 eq), then NaBH3CN (1.15 g, 18.26 mmol, 3 eq) are added. The reaction mixture is stirred overnight at room temperature, then filtered and loaded on an ion exchange acidic resin cartridge prewashed with methanol. The cartridge is... Yields the product OC1CN(C1)CCC1=C(C=CC=C1)N1C(CCCC1)=O (1-{2-[2-(3-hydroxyazetidin-1-yl)ethyl]phenyl}piperidin-2-one). Solvent: CO (methanol), ClCCl (dichloromethane), O (water), [Cl-].[Na+].O (brine). Run at time 30 minute. The reactants are O=C1N(CCCC1)C1=C(C=CC=C1)CC=O ([2-(2-oxopiperidin-1-yl)phenyl]acetaldehyde), Cl.N1CC(C1)O (azetidin-3-ol hydrochloride), 1-0, C(C)(=O)O (acetic acid), [BH3-]C#N.[Na+] (NaBH3CN). Isolated yield 12.7%. Reactants: C#CCOc1ccccc1CC(O)CNC1CCc2ccccc2C1, CCO, Cl. Product: NC1CCc2ccccc2C1. Reaction SMILES: [CH2:2]1[CH:3]([NH:12][CH2:13][CH:14]([OH:15])[CH2:16][c:17]2[cH:18][cH:19][cH:20][cH:21][c:22]2[O:23][CH2:24][C:25]#[CH:26])[CH2:4][CH2:5][c:6]2[cH:7][cH:8][cH:9][cH:10][c:11]21.[CH3:27][CH2:28][OH:29].[ClH:1]>>[CH2:2]1[CH:3]([NH2:12])[CH2:4][CH2:5][c:6]2[cH:7][cH:8][cH:9][cH:10][c:11]21. Reactants: C(C)(=O)O.N=C1NCCC(C1)C (2-imino-4-methylpiperidine acetate), NC1=NC=C(C=C1Cl)C(F)(F)F (2-amino-3-chloro-5-(trifluoromethyl)pyridine). The product is Cl.N=C1NCC(CC1)C(F)(F)F (2-imino-5-(trifluoromethyl)piperidine hydrochloride). RXN SMILES: C(O)(=O)C.N=C1CC(C)CCN1.[NH2:13][C:14]1[C:19]([Cl:20])=[CH:18][C:17]([C:21]([F:24])([F:23])[F:22])=[CH:16][N:15]=1>>[ClH:20].[NH:13]=[C:14]1[CH2:19][CH2:18][CH:17]([C:21]([F:23])([F:22])[F:24])[CH2:16][NH:15]1 |f:0.1,3.4|. Reported procedure: The method of preparation of 2-imino-4-methylpiperidine acetate was used to convert 2-amino-3-chloro-5-(trifluoromethyl)pyridine to the title compound except platinum oxide was used as the catalyst. Product was triterated with ether to give a white solid. The analysis of the product was found to be consistent with the proposed structure. MH+=167; 1H NMR (D2O): δ3.65-3.50 (m, 1H); 3.40-3.20 (m, 1H); 2.85-2.45 (m, 3H); 2.15-2.00 (m, 1H); 1.80-1.60 (m, 1H). Reactants: COC(=O)Cc1ccccc1Nc1c(C)cccc1Cl, N. Product: Cc1cccc(Cl)c1Nc1ccccc1CC(N)=O. As a reaction SMILES: [CH3:1][O:2][C:3]([CH2:4][c:5]1[c:6]([NH:11][c:12]2[c:13]([CH3:19])[cH:14][cH:15][cH:16][c:17]2[Cl:18])[cH:7][cH:8][cH:9][cH:10]1)=[O:20].[NH3:21]>>[O:2]=[C:3]([CH2:4][c:5]1[c:6]([NH:11][c:12]2[c:13]([CH3:19])[cH:14][cH:15][cH:16][c:17]2[Cl:18])[cH:7][cH:8][cH:9][cH:10]1)[NH2:21].